From a dataset of the Open Reaction Database (ORD), a public repository of structured organic reaction records. describe an organic reaction: reactants, conditions, products, and yield The reactants are CC1=CC=C(C(C(=O)O)=C1)O (5-methylsalicylic acid), C([O-])([O-])=O.[K+].[K+] (potassium carbonate), IC (iodomethane), CN(C)C=O (DMF). Run at time 12 hour. Product: COC1=C(C(=O)OC)C=C(C=C1)C (Methyl 2-methoxy-5-methylbenzoate). Yield: 95.0%. As a reaction SMILES: [CH3:1][C:2]1[CH:10]=[C:6]([C:7]([OH:9])=O)[C:5]([OH:11])=[CH:4][CH:3]=1.[C:12](=O)([O-])[O-].[K+].[K+].IC.CN([CH:23]=[O:24])C>>[CH3:12][O:11][C:5]1[CH:4]=[CH:3][C:2]([CH3:1])=[CH:10][C:6]=1[C:7]([O:24][CH3:23])=[O:9] |f:1.2.3|. Reported procedure: To 5-methylsalicylic acid (3.04 g, 20 mmol) in DMF (100 ml) were added potassium carbonate (8.28 g, 60 mmol) and iodomethane (6.24 g, 44 mmol) under ice cooling and then the mixture was stirred at room temperature for 12 hours. The mixture were extracted by adding 5% sodium hydrogensulfite and ethyl acetate, and the extracted organic layer was washed with 5% citric acid and 5% brine. The organic layer was dried over anhydrous magnesium sulfate and concentrated. The residue was purified by column... The reactants are C=CC1=CC=CC=C1 (styrene), C(C(=C)C)(=O)O (methacrylic acid), C(C1=CC=CC=C1)(=O)OOC(C1=CC=CC=C1)=O (BPO). The solvent is C1=CC=CC=C1 (benzene). Conditions: time 3 hour. Product: C(=CC1=CC=CC=C1)CC(C(=O)O)=C (styrene-methacrylic acid). RXN SMILES: [CH2:1]=[CH:2][C:3]1[CH:8]=[CH:7][CH:6]=[CH:5][CH:4]=1.[C:9]([OH:14])(=[O:13])[C:10]([CH3:12])=[CH2:11].C(OOC(=O)C1C=CC=CC=1)(=O)C1C=CC=CC=1>C1C=CC=CC=1>[CH:1]([CH2:12][C:10](=[CH2:11])[C:9]([OH:14])=[O:13])=[CH:2][C:3]1[CH:8]=[CH:7][CH:6]=[CH:5][CH:4]=1. Reported procedure: First, 100 g of styrene, 0.033 g of methacrylic acid, and 0.5 g of BPO (benzoyl peroxide) were dissolved in benzene (solvent), and the resulting solution was kept at 80° C. for 3 hours. Then, benzene as solvent was removed, and the styrene-methacrylic acid copolymer was obtained. This copolymer is hereinafter referred to as SMCPa. The content of methacrylic acid as a functional monomer in SMCPa was 0.05 mol %.